From a dataset of the Open Reaction Database (ORD), a public repository of structured organic reaction records. describe an organic reaction: reactants, conditions, products, and yield Starting materials: Diammonium imidobissulfate (NH4SO3)2NH, N (ammonia), S(O)(O)=O (sulfurous acid), S(=O)([O-])[O-].[NH4+].[NH4+] (ammonium sulfite). Yields the product [NH4+].[NH4+].[NH4+].N(S(=O)(=O)[O-])(S(=O)(=O)[O-])S(=O)(=O)[O-] (triammonium nitridotrisulfate). Reaction SMILES: [NH3:1].[S:2](=[O:5])([OH:4])[OH:3].[S:6]([O-:9])([O-:8])=[O:7].[NH4+].[NH4+]>>[NH4+:1].[NH4+:1].[NH4+:1].[N:1]([S:2]([O-:5])(=[O:4])=[O:3])([S:6]([O-:9])(=[O:8])=[O:7])[S:2]([O-:4])(=[O:3])=[O:5] |f:2.3.4,5.6.7.8|. Procedure: Diammonium imidobissulfate (NH4SO3)2NH may be prepared by introducing ammonia gas and then sulfurous acid gas into an aqueous solution containing ammonium sulfite to obtain triammonium nitridotrisulfate and heating the obtained nitridotrisulfate in ammonia gas at about 250° C under atmospheric pressure to ammonolyze and then followed by heating at about 300° C. Reactants: N1CCC(C(=O)N)CC1 (isonipecotamide), ICCCCCCCC (1-iodooctane), C([O-])([O-])=O.[K+].[K+] (potassium carbonate). Product: C(CCCCCCC)N1CCC(CC1)C(=O)N (1-Octyl-piperidine-4-carboxamide). Isolated yield 110.9%. Reaction SMILES: [NH:1]1[CH2:9][CH2:8][CH:4]([C:5]([NH2:7])=[O:6])[CH2:3][CH2:2]1.I[CH2:11][CH2:12][CH2:13][CH2:14][CH2:15][CH2:16][CH2:17][CH3:18].C(=O)([O-])[O-].[K+].[K+]>>[CH2:11]([N:1]1[CH2:9][CH2:8][CH:4]([C:5]([NH2:7])=[O:6])[CH2:3][CH2:2]1)[CH2:12][CH2:13][CH2:14][CH2:15][CH2:16][CH2:17][CH3:18] |f:2.3.4|. Reported procedure: Prepared from isonipecotamide (2.7 g, 21.0 mmol), 1-iodooctane (5.05 g, 21.0 mmol) and potassium carbonate (2.9 g, 21.0 mmol) of according to procedure used for Example 8 (Step A) to give 5.6 g of the title compound as a white solid. Starting materials: ClC=1C=C(C=CC1S(=O)(=O)C)[C@H](C(=O)NC1=NN(C=C1)C)CC1CCCC1 (3-[2(R)-(3-chloro-4-methanesulfonyl-phenyl)-3-cyclopentyl-propionylamino]-1-methyl-pyrazole), N1=C(C=CC=C1C)C (2,6-lutidine), solution, C(C(=O)Cl)(=O)Cl (oxalyl chloride), C(C)(C)(C)OC(NC1=CC(=CC=C1)CN1N=C(C=C1)N)=O ([3-(3-Amino-pyrazol-1-ylmethyl)-phenyl]-carbamic acid tert-butyl ester). The solvent is C(Cl)Cl (methylene chloride), C(Cl)Cl (methylene chloride), C(Cl)Cl (methylene chloride). Conditions: temperature 25 celsius, time 10 minute. Product: C(C)(C)(C)OC(NC1=CC(=CC=C1)CN1N=C(C=C1)NC([C@H](CC1CCCC1)C1=CC(=C(C=C1)S(=O)(=O)C)Cl)=O)=O ((3-{3-[2-(R)-(3-chloro-4-methanesulfonyl-phenyl)-3-cyclopentyl-propionylamino]-pyrazol-1-ylmethyl}-phenyl)-carbamic acid tert-butyl ester). The yield is 59.0%. Reaction SMILES: [Cl:1][C:2]1[CH:3]=[C:4]([C@@H:12]([CH2:22][CH:23]2[CH2:27][CH2:26][CH2:25][CH2:24]2)[C:13]([NH:15][C:16]2[CH:20]=[CH:19][N:18]([CH3:21])[N:17]=2)=[O:14])[CH:5]=[CH:6][C:7]=1[S:8]([CH3:11])(=[O:10])=[O:9].C(Cl)(=O)C(Cl)=O.N1C(C)=CC=CC=1C.[C:42]([O:46][C:47](=[O:62])[NH:48][C:49]1[CH:54]=[CH:53][CH:52]=[C:51](CN2C=CC(N)=N2)[CH:50]=1)([CH3:45])([CH3:44])[CH3:43]>C(Cl)Cl>[C:42]([O:46][C:47](=[O:62])[NH:48][C:49]1[CH:50]=[CH:51][CH:52]=[C:53]([CH2:21][N:18]2[CH:19]=[CH:20][C:16]([NH:15][C:13](=[O:14])[C@@H:12]([C:4]3[CH:5]=[CH:6][C:7]([S:8]([CH3:11])(=[O:10])=[O:9])=[C:2]([Cl:1])[CH:3]=3)[CH2:22][CH:23]3[CH2:24][CH2:25][CH2:26][CH2:27]3)=[N:17]2)[CH:54]=1)([CH3:45])([CH3:43])[CH3:44]. Procedure details: 2-(R)-(3-Chloro-4-methanesulfonyl-phenyl)-3-cyclopentyl-propionic acid (prepared as in PCT WO 2004/052869 A1, Example 1, 500 mg, 1.52 mmol) was suspended in methylene chloride (7.6 mL) and a 2.0 M solution of oxalyl chloride in methylene chloride (760 μL, 1.52 mmol) was added and the reaction stirred at 25° C. for 10 min. The solution was chilled to 0° C. and 2,6-lutidine (354 μL, 3.04 mmol) was added. The reaction continued to stir at 0° C. for 15 min. [3-(3-Amino-pyrazol-1-ylmethyl)-phenyl]-ca...